Dataset: the Open Reaction Database (ORD), a public repository of structured organic reaction records. Task: describe an organic reaction: reactants, conditions, products, and yield The reactants are CC=1C=NC2=CC=CC=C2C1 (3-methylquinoline), BrN1C(CCC1=O)=O (N-bromosuccinimide), N(=NC(C#N)(C)C)C(C#N)(C)C (2,2′-azobis(isobutyronitrile)). Solvent: C(Cl)(Cl)(Cl)Cl (carbon tetrachloride). The product is BrCC=1C=NC2=CC=CC=C2C1 (3-bromomethylquinoline). RXN SMILES: [CH3:1][C:2]1[CH:3]=[N:4][C:5]2[C:10]([CH:11]=1)=[CH:9][CH:8]=[CH:7][CH:6]=2.[Br:12]N1C(=O)CCC1=O.N(C(C)(C)C#N)=NC(C)(C)C#N>C(Cl)(Cl)(Cl)Cl>[Br:12][CH2:1][C:2]1[CH:3]=[N:4][C:5]2[C:10]([CH:11]=1)=[CH:9][CH:8]=[CH:7][CH:6]=2. Reported procedure: A solution of 3-methylquinoline (275 mg), N-bromosuccinimide (343 mg) and 2,2′-azobis(isobutyronitrile) (31.6 mg) in carbon tetrachloride (8.0 g) was heated under reflux for 2 hours. The mixture was cooled to room temperature, and the insoluble materials were removed by filtration, and thereto was added toluene, and the mixture was concentrated under reduced pressure. To the residue was added toluene (5 mL) to give a solution of 3-bromomethylquinoline in toluene. To a 60% suspension of NaH (70 m... The reactants are C1(CC1)N (Cyclopropylamine), ClC1=C(C=C(C(=C1)F)F)C(C(C(=O)OCC)=COCC)=O (2-chloro-α-(ethoxymethylene)-4,5-difluoro-β-oxobenzenepropanoic acid, ethyl ester). The solvent is C(C)O (ethanol). The product is ClC1=C(C=C(C(=C1)F)F)C(C(C(=O)OCC)=CNC1CC1)=O (2-chloro-α-[(cyclopropylamino)methylene]-4,5-difluoro-β-oxobenzenepropanoic acid, ethyl ester). As a reaction SMILES: [CH:1]1([NH2:4])[CH2:3][CH2:2]1.[Cl:5][C:6]1[CH:11]=[C:10]([F:12])[C:9]([F:13])=[CH:8][C:7]=1[C:14](=[O:25])[C:15](=[CH:21]OCC)[C:16]([O:18][CH2:19][CH3:20])=[O:17]>C(O)C>[Cl:5][C:6]1[CH:11]=[C:10]([F:12])[C:9]([F:13])=[CH:8][C:7]=1[C:14](=[O:25])[C:15](=[CH:21][NH:4][CH:1]1[CH2:3][CH2:2]1)[C:16]([O:18][CH2:19][CH3:20])=[O:17]. Reported procedure: In accordance with the above reaction scheme, a solution of 2-chloro-4,5-difluorobenzoic acid (V) in acetonitrile containing a catalytic amount of dimethylformamide is reacted under an inert atmosphere with the dropwise addition of oxalyl chloride, giving 2-chloro-4,5-difluorobenzoic acid chloride (VI) which is dissolved in diethyl ether and slowly added to a cold solution of magnesium diethylmalonate, followed by the addition to ice water and acidification to pH 2.5, giving (2-chloro-4,5-difluo... Starting materials: C(C1=CC=CC=C1)(=O)NC1=C2N=CN(C2=NC=N1)[C@H]1[C@H](O)[C@@H]([C@H](O1)C(=O)O)NC([C@@H](NC(=O)OCC1=CC=CC=C1)CC1=CC=CC=C1)=O (1-(6-benzoylamino-9H-purin-9-yl)-1,3-dideoxy-3-(N-benzyloxycarbonyl-L-phenylalanylamino)-β-D-ribofuranuronic acid), C(CCC)N (n-butylamine). The solvent is CO (methanol). Product: NC1=C2N=CN(C2=NC=N1)[C@H]1[C@H](O)[C@@H]([C@H](O1)C(=O)O)NC([C@@H](NC(=O)OCC1=CC=CC=C1)CC1=CC=CC=C1)=O (1-(6-amino-9H-purin-9-yl)-1,3-dideoxy-3-(N-benzyloxycarbonyl-L-phenylalanylamino)-β-D-ribofuranuronic acid). Isolated yield 73.3%. As a reaction SMILES: C([NH:9][C:10]1[N:18]=[CH:17][N:16]=[C:15]2[C:11]=1[N:12]=[CH:13][N:14]2[C@@H:19]1[O:24][C@H:23]([C:25]([OH:27])=[O:26])[C@@H:22]([NH:28][C:29](=[O:49])[C@H:30]([CH2:42][C:43]2[CH:48]=[CH:47][CH:46]=[CH:45][CH:44]=2)[NH:31][C:32]([O:34][CH2:35][C:36]2[CH:41]=[CH:40][CH:39]=[CH:38][CH:37]=2)=[O:33])[C@H:20]1[OH:21])(=O)C1C=CC=CC=1.C(N)CCC>CO>[NH2:9][C:10]1[N:18]=[CH:17][N:16]=[C:15]2[C:11]=1[N:12]=[CH:13][N:14]2[C@@H:19]1[O:24][C@H:23]([C:25]([OH:27])=[O:26])[C@@H:22]([NH:28][C:29](=[O:49])[C@H:30]([CH2:42][C:43]2[CH:48]=[CH:47][CH:46]=[CH:45][CH:44]=2)[NH:31][C:32]([O:34][CH2:35][C:36]2[CH:37]=[CH:38][CH:39]=[CH:40][CH:41]=2)=[O:33])[C@H:20]1[OH:21]. Reported procedure: A mixture of 1-(6-benzoylamino-9H-purin-9yl)-1,3-dideoxy-3-(N-benzyloxycarbonyl-L-phenylalanylamino)-β-D-ribofuranuronic acid (432 mg) prepared in Example 5 and n-butylamine (3.5 ml) in methanol (15 ml) was refluxed for 50 minutes and evaporated to dryness. The residue was dissolved in a mixture of water and diethyl ether and the aqueous layer was separated out. The aqueous solution was adjusted to pH 4 to 5 with 10% hydrochloric acid and the resulting precipitates were collected by filtration, ... The yield is 48.0%. Reaction SMILES: [C:1]12(COC3C(Cl)=CC(C(OC(C)(C)C)=O)=C(F)C=3)[CH2:7][CH:6]1CCCC2.Cl[C:26]1[C:27]([O:40][CH2:41][CH:42]2[CH2:48][CH2:47][CH:46]3[CH:44]([C:45]3([F:50])[F:49])[CH2:43]2)=[CH:28][C:29]([F:39])=[C:30]([CH:38]=1)[C:31]([O:33][C:34]([CH3:37])([CH3:36])[CH3:35])=[O:32]>>[CH:1]1([C:26]2[C:27]([O:40][CH2:41][CH:42]3[CH2:48][CH2:47][CH:46]4[CH:44]([C:45]4([F:50])[F:49])[CH2:43]3)=[CH:28][C:29]([F:39])=[C:30]([CH:38]=2)[C:31]([O:33][C:34]([CH3:37])([CH3:36])[CH3:35])=[O:32])[CH2:7][CH2:6]1. Procedure details: Following the procedure as described in Example 342 Step 4 and making variations as required to replace tert-butyl 4-(bicyclo[4.1.0]heptan-1-ylmethoxy)-5-chloro-2-fluorobenzoate with tert-butyl 5-chloro-4-((7,7-difluorobicyclo[4.1.0]heptan-3-yl)methoxy)-2-fluorobenzoate, the title compound was obtained as oil (0.35 g, 48%): MS (ES+) m/z 341.07 (M−55). Reactants: C12(CCCCC2C1)COC1=CC(=C(C(=O)OC(C)(C)C)C=C1Cl)F (tert-butyl 4-(bicyclo[4.1.0]heptan-1-ylmethoxy)-5-chloro-2-fluorobenzoate), ClC=1C(=CC(=C(C(=O)OC(C)(C)C)C1)F)OCC1CC2C(C2CC1)(F)F (tert-butyl 5-chloro-4-((7,7-difluorobicyclo[4.1.0]heptan-3-yl)methoxy)-2-fluorobenzoate). Product: C1(CC1)C=1C(=CC(=C(C(=O)OC(C)(C)C)C1)F)OCC1CC2C(C2CC1)(F)F (tert-butyl 5-cyclopropyl-4-((7,7-difluorobicyclo[4.1.0]heptan-3-yl)methoxy)-2-fluorobenzoate), oil. Starting materials: NC(CC)C=1C(NC(=NN1)C1CCCC1)=O (6-(1-aminopropyl)-3-cyclopentyl-1,2,4-triazin-5(4H)-one), C1(CCCC1)C(=O)Cl (cyclopentanecarbonyl chloride). The product is C1(CCCC1)C1=NN=C(C(N1)=O)C(CC)NC(=O)C1CCC1 (N-[1-(3-Cyclopentyl-5-oxo-4,5-dihydro-1,2,4-triazin-6-yl)propyl]cyclobutanecarboxamide). As a reaction SMILES: [NH2:1][CH:2]([C:5]1[C:6](=[O:16])[NH:7][C:8]([CH:11]2[CH2:15][CH2:14][CH2:13][CH2:12]2)=[N:9][N:10]=1)[CH2:3][CH3:4].[CH:17]1([C:22](Cl)=[O:23])[CH2:21][CH2:20][CH2:19]C1>>[CH:11]1([C:8]2[NH:7][C:6](=[O:16])[C:5]([CH:2]([NH:1][C:22]([CH:17]3[CH2:19][CH2:20][CH2:21]3)=[O:23])[CH2:3][CH3:4])=[N:10][N:9]=2)[CH2:15][CH2:14][CH2:13][CH2:12]1. Procedure details: In analogy to the procedure for Example 36A, 200 mg (0.90 mmol) 6-(1-aminopropyl)-3-cyclopentyl-1,2,4-triazin-5(4H)-one, 120 mg (0.90 mmol) cyclopentanecarbonyl chloride and proportionate amounts of the other reagents are used. The crude product is used in the next step without further purification. Reactants: C(CCC)C1=NC=2C(=NC(=C(C2)C2=CC=CC=C2)CO)N1CC(C1=CC=CC=C1)=O (2-butyl-5-hydroxymethyl-3-(2-oxo-2-phenylethyl)-6-phenyl-3H-imidazo[4,5-b]pyridine). The reagents and catalysts are [Zn] (zinc). Run in C(C)(=O)O (acetic acid), CO (methanol). Reaction conditions: time 4 hour. The product is C(CCC)C1=NC=2C(=NC(=C(C2)C2=CC=CC=C2)CO)N1 (2-butyl-5-hydroxymethyl-6-phenyl-3H-imidazo[4,5-b]pyridine). The yield is 85.3%. Reaction SMILES: [CH2:1]([C:5]1[N:21](CC(=O)C2C=CC=CC=2)[C:8]2=[N:9][C:10]([CH2:19][OH:20])=[C:11]([C:13]3[CH:18]=[CH:17][CH:16]=[CH:15][CH:14]=3)[CH:12]=[C:7]2[N:6]=1)[CH2:2][CH2:3][CH3:4]>C(O)(=O)C.CO.[Zn]>[CH2:1]([C:5]1[NH:21][C:8]2=[N:9][C:10]([CH2:19][OH:20])=[C:11]([C:13]3[CH:18]=[CH:17][CH:16]=[CH:15][CH:14]=3)[CH:12]=[C:7]2[N:6]=1)[CH2:2][CH2:3][CH3:4]. Reported procedure: 4 g(0.010 mole) of the compound obtained in step 8 was dissolved in a mixture of 40 ml of acetic acid and 40 ml of methanol and to the resulting solution was added 13.1 g(0.0002 mole) of zinc powder. The resultant was stirred under ultrasonification for 4 hours, filtered and washed with acetic acid(10 ml×3). To the filtrate was added 50 ml of saturated aqueous ethylene diamine tetraacetic acid solution and then the resultant was stirred for 10 minutes. After adding 100 ml of ethyl acetate, the s... Reactants: CCOC(=O)COCCOCCOCCOCCOCCOCCOC, Cl, [Na+], [OH-]. Product: COCCOCCOCCOCCOCCOCCOCC(=O)O. Reaction SMILES: [CH3:1][O:2][CH2:3][CH2:4][O:5][CH2:6][CH2:7][O:8][CH2:9][CH2:10][O:11][CH2:12][CH2:13][O:14][CH2:15][CH2:16][O:17][CH2:18][CH2:19][O:20][CH2:21][C:22](=[O:23])[O:24][CH2:25][CH3:26].[ClH:27].[Na+:29].[OH-:28]>>[CH3:1][O:2][CH2:3][CH2:4][O:5][CH2:6][CH2:7][O:8][CH2:9][CH2:10][O:11][CH2:12][CH2:13][O:14][CH2:15][CH2:16][O:17][CH2:18][CH2:19][O:20][CH2:21][C:22](=[O:23])[OH:24].